Dataset: the Open Reaction Database (ORD), a public repository of structured organic reaction records. Task: describe an organic reaction: reactants, conditions, products, and yield Starting materials: CC(C)(C)OC(=O)NC1CCCCC1(C=O)CCC=O, CC(=O)O[BH-](OC(C)=O)OC(C)=O, ClCCl, NCc1ccc(F)cc1, [Na+], [Na+], [OH-]. The product is CC(C)(C)OC(=O)NC1CCCCC12CCCN(Cc1ccc(F)cc1)C2. RXN SMILES: [C:1]([CH3:2])([CH3:3])([CH3:4])[O:5][C:6]([NH:7][CH:8]1[C:9]([CH2:14][CH2:15][CH:16]=[O:19])([CH:18]=[O:17])[CH2:10][CH2:11][CH2:12][CH2:13]1)=[O:20].[C:30]([O:31][BH-:32]([O:33][C:34](=[O:35])[CH3:36])[O:37][C:38](=[O:39])[CH3:40])(=[O:41])[CH3:42].[Cl:46][CH2:47][Cl:48].[F:21][c:22]1[cH:23][cH:24][c:25]([CH2:26][NH2:27])[cH:28][cH:29]1.[Na+:43].[Na+:45].[OH-:44]>>[C:1]([CH3:2])([CH3:3])([CH3:4])[O:5][C:6]([NH:7][CH:8]1[C:9]2([CH2:10][CH2:11][CH2:12][CH2:13]1)[CH2:14][CH2:15][CH2:16][N:27]([CH2:26][c:25]1[cH:24][cH:23][c:22]([F:21])[cH:29][cH:28]1)[CH2:18]2)=[O:20]. The reactants are Cl (hydrochloric acid), C1(CCCCC1)C(OC1=CC=C(C(=O)OC)C=C1)C=1SC(=CC1C)C1=CC=CC=C1 (methyl 4-[cyclohexyl(3-methyl-5-phenylthiophen-2-yl)methoxy]benzoate), O (water), [OH-].[Na+] (sodium hydroxide). Solvent: CO (methanol), O1CCCC1 (tetrahydrofuran). Run at temperature 60 celsius, time 1 hour. The product is C1(CCCCC1)C(OC1=CC=C(C(=O)O)C=C1)C=1SC(=CC1C)C1=CC=CC=C1 (4-[cyclohexyl(3-methyl-5-phenylthiophen-2-yl)methoxy]benzoic acid). The yield is 62.0%. RXN SMILES: [CH:1]1([CH:7]([C:19]2[S:20][C:21]([C:25]3[CH:30]=[CH:29][CH:28]=[CH:27][CH:26]=3)=[CH:22][C:23]=2[CH3:24])[O:8][C:9]2[CH:18]=[CH:17][C:12]([C:13]([O:15]C)=[O:14])=[CH:11][CH:10]=2)[CH2:6][CH2:5][CH2:4][CH2:3][CH2:2]1.[OH-].[Na+].O.Cl>CO.O1CCCC1>[CH:1]1([CH:7]([C:19]2[S:20][C:21]([C:25]3[CH:30]=[CH:29][CH:28]=[CH:27][CH:26]=3)=[CH:22][C:23]=2[CH3:24])[O:8][C:9]2[CH:18]=[CH:17][C:12]([C:13]([OH:15])=[O:14])=[CH:11][CH:10]=2)[CH2:6][CH2:5][CH2:4][CH2:3][CH2:2]1 |f:1.2|. Procedure details: To a solution of cyclohexyl(3-methyl-5-phenylthiophen-2-yl)methanol (286 mg) obtained by the above-mentioned reaction and methyl 4-hydroxybenzoate (183 mg) in tetrahydrofuran (20 mL) were added tributylphosphine (0.4 mL) and 1,1′-(azodicarbonyl)dipiperidine (505 mg), and the mixture was stirred at room temperature overnight. The solvent was evaporated under reduced pressure, and the residue was purified by silica gel column (0% ethyl acetate/hexane to 15% ethyl acetate/hexane) to give methyl 4-[... Starting materials: CC(C(=O)O)=CCCC(=CCCC(=CCCC(=CCCC(=CCCC(C)=O)C)C)C)C (2,6,10,14,18-pentamethyl-22-oxo-2,6,10,14,18-tricosapentaenoic acid), C(C)(C)NC(C)C (diisopropylamine). Product: CC(C(=O)N(C(C)C)C(C)C)=CCCC(=CCCC(=CCCC(=CCCC(=CCCC(C)=O)C)C)C)C (N-(2,6,10,14,18-pentamethyl-22-oxo-2,6,10,14,18-tricosapentaenoyl)diisopropylamine). RXN SMILES: [CH3:1][C:2](=[CH:6][CH2:7][CH2:8][C:9]([CH3:31])=[CH:10][CH2:11][CH2:12][C:13]([CH3:30])=[CH:14][CH2:15][CH2:16][C:17]([CH3:29])=[CH:18][CH2:19][CH2:20][C:21]([CH3:28])=[CH:22][CH2:23][CH2:24][C:25](=[O:27])[CH3:26])[C:3]([OH:5])=O.[CH:32]([NH:35][CH:36]([CH3:38])[CH3:37])([CH3:34])[CH3:33]>>[CH3:1][C:2](=[CH:6][CH2:7][CH2:8][C:9]([CH3:31])=[CH:10][CH2:11][CH2:12][C:13]([CH3:30])=[CH:14][CH2:15][CH2:16][C:17]([CH3:29])=[CH:18][CH2:19][CH2:20][C:21]([CH3:28])=[CH:22][CH2:23][CH2:24][C:25](=[O:27])[CH3:26])[C:3]([N:35]([CH:36]([CH3:38])[CH3:37])[CH:32]([CH3:34])[CH3:33])=[O:5]. Procedure: Starting materials: 2,6,10,14,18-pentamethyl-22-oxo-2,6,10,14,18-tricosapentaenoic acid and diisopropylamine. Reactants: I[Si](C)(C)C (Iodotrimethylsilane), C(CCC)(=O)C=1C(CC(CC1O)C1=C(C(=C(C=C1C)C)COC)C)=O (2-butyryl-3-hydroxy-5-(3-methoxymethyl-2,4,6-trimethylphenyl)cyclohex-2-en-1-one). Solvent: C(C)#N (acetonitrile). Run at time 15 minute. The product is C(CCC)(=O)C=1C(CC(CC1O)C1=C(C(=C(C=C1C)C)COCC)C)=O (2-butyryl-5-(3-ethoxymethyl-2,4,6-trimethylphenyl)-3-hydroxycyclohex-2-en-1-one). The yield is 84.7%. As a reaction SMILES: I[Si](C)(C)[CH3:3].[C:6]([C:11]1[C:12](=[O:30])[CH2:13][CH:14]([C:18]2[C:23]([CH3:24])=[CH:22][C:21]([CH3:25])=[C:20]([CH2:26][O:27][CH3:28])[C:19]=2[CH3:29])[CH2:15][C:16]=1[OH:17])(=[O:10])[CH2:7][CH2:8][CH3:9]>C(#N)C>[C:6]([C:11]1[C:16](=[O:17])[CH2:15][CH:14]([C:18]2[C:23]([CH3:24])=[CH:22][C:21]([CH3:25])=[C:20]([CH2:26][O:27][CH2:28][CH3:3])[C:19]=2[CH3:29])[CH2:13][C:12]=1[OH:30])(=[O:10])[CH2:7][CH2:8][CH3:9]. Procedure: Iodotrimethylsilane (0.5 ml) was added to a solution of 2-butyryl-3-hydroxy-5-(3-methoxymethyl-2,4,6-trimethylphenyl)cyclohex-2-en-1-one (1.50 g; 4.36 mmole) (see Example 36) in dry acetonitrile (10 ml) under nitrogen and the mixture was stirred at room temperature for 15 minutes. The solvent was evaporated and the residue was stirred with an ethanolic potassium hydroxide solution at room temperature for 15 hours. The solution was poured into dilute hydrochloric acid and then extracted with diet... Starting materials: O=C([O-])[O-], CC(C)CBr, CC#N, [K+], [K+], Oc1c(C2CCNCC2)cccc1C(F)(F)F. Product: CC(C)CN1CCC(c2cccc(C(F)(F)F)c2O)CC1. RXN SMILES: [C:18](=[O:19])([O-:20])[O-:21].[CH2:24]([CH:25]([CH3:26])[CH3:27])[Br:28].[CH3:29][C:30]#[N:31].[K+:22].[K+:23].[NH:1]1[CH2:2][CH2:3][CH:4]([c:7]2[c:8]([OH:17])[c:9]([C:13]([F:14])([F:15])[F:16])[cH:10][cH:11][cH:12]2)[CH2:5][CH2:6]1>>[N:1]1([CH2:24][CH:25]([CH3:26])[CH3:27])[CH2:2][CH2:3][CH:4]([c:7]2[c:8]([OH:17])[c:9]([C:13]([F:14])([F:15])[F:16])[cH:10][cH:11][cH:12]2)[CH2:5][CH2:6]1. Starting materials: C(#N)[C@H](C)NC(OC(C)(C)C)=O ((S)-tert-butyl 1-cyanoethylcarbamate), C(CCCCCCCCC)(=O)O (decanoic acid). The product is C(#N)[C@H](C)NC(CCCCCCCCC)=O ((S)—N-(1-cyanoethyl)decanamide). Yield: 54.3%. As a reaction SMILES: [C:1]([C@@H:3]([NH:5][C:6](=[O:12])OC(C)(C)C)[CH3:4])#[N:2].[C:13](O)(=O)[CH2:14][CH2:15][CH2:16][CH2:17][CH2:18][CH2:19][CH2:20][CH2:21]C>>[C:1]([C@@H:3]([NH:5][C:6](=[O:12])[CH2:13][CH2:14][CH2:15][CH2:16][CH2:17][CH2:18][CH2:19][CH2:20][CH3:21])[CH3:4])#[N:2]. Reported procedure: General procedure D was used to deprotect 0.160 g (0.94 mmols) of 4. The product was immediately carried on using general procedure F and coupled to decanoic acid (0.94 mmol, 0.162 g). The product was purified via flash chromatography to yield 0.115 g (0.51 mmols) of the title product. 1H NMR (300 MHz, CDCl3) δ 6.07 (s, 1H), 4.94 (dq, J=7.2, 14.5, 1H), 2.26-2.16 (m, 2H), 1.69-1.58 (m, 2H), 1.54 (d, J=7.2, 3H), 1.26 (d, J=6.4, 12H), 0.86 (t, J=6.7, 3H). The reactants are IC1=CC=CC2=C1C(N1[C@H](C=3N2C=NC3C(=O)OC(C)(C)C)CCC1)=O (tert.butyl (S)-11,12,13,13a-tetrahydro-8-iodo-9-oxo-9H-imidazo[1,5-a]pyrrolo[2,1-c][1,4]benzodiazepine-1-carboxylate), C1(CCCCC1)O (cyclohexanol). The reagents and catalysts are CCO.CCO.CCO.CCO.[Ti] (tetraethyl orthotitanate). Run at time 0.5 hour. The product is IC1=CC=CC2=C1C(N1[C@H](C=3N2C=NC3C(=O)OC3CCCCC3)CCC1)=O (cyclohexyl (S)-11,12,13,13a-tetrahydro-8-iodo-9-oxo-9H-imidazo[1,5-a]pyrrolo[2,1-c][1,4]benzodiazepine-1-carboxylate). As a reaction SMILES: [I:1][C:2]1[C:7]2[C:8](=[O:26])[N:9]3[CH2:25][CH2:24][CH2:23][C@H:10]3[C:11]3[N:12]([CH:13]=[N:14][C:15]=3[C:16]([O:18][C:19]([CH3:22])(C)[CH3:20])=[O:17])[C:6]=2[CH:5]=[CH:4][CH:3]=1.[CH:27]1(O)[CH2:32]CCC[CH2:28]1>CCO.CCO.CCO.CCO.[Ti]>[I:1][C:2]1[C:7]2[C:8](=[O:26])[N:9]3[CH2:25][CH2:24][CH2:23][C@H:10]3[C:11]3[N:12]([CH:13]=[N:14][C:15]=3[C:16]([O:18][CH:19]3[CH2:20][CH2:32][CH2:27][CH2:28][CH2:22]3)=[O:17])[C:6]=2[CH:5]=[CH:4][CH:3]=1 |f:2.3.4.5.6|. Procedure: 5 g (11 mmol) of tert.butyl (S)-11,12,13,13a-tetrahydro-8-iodo-9-oxo-9H-imidazo[1,5-a]pyrrolo[2,1-c][1,4]benzodiazepine-1-carboxylate, 30 g (300 mmol) of cyclohexanol and 1 g (4 mmol) of tetraethyl orthotitanate are stirred at 125° overnight, the solution is evaporated to dryness and the residue is taken up in chloroform. The solution is then stirred for 0.5 hour with 40 ml of a saturated potassium fluoride solution, the resulting emulsion is filtered over siliceous earth, the organic phase is s... The reactants are [N+](=O)([O-])[O-].[K+] (potassium nitrate), COC1=CC=C2NC(C(N(C2=C1)C)=O)=O (7-methoxy-1-methylquinoxaline-2,3(1H,4H)-dione), ice water. The solvent is S(O)(O)(=O)=O (sulfuric acid). Conditions: time 30 minute. The product is COC1=C(C=C2NC(C(N(C2=C1)C)=O)=O)[N+](=O)[O-] (7-methoxy-1-methyl-6-nitroquinoxaline-2,3(1H,4H)-dione). The yield is 84.0%. RXN SMILES: [CH3:1][O:2][C:3]1[CH:12]=[C:11]2[C:6]([NH:7][C:8](=[O:15])[C:9](=[O:14])[N:10]2[CH3:13])=[CH:5][CH:4]=1.[N+:16]([O-])([O-:18])=[O:17].[K+]>S(=O)(=O)(O)O>[CH3:1][O:2][C:3]1[CH:12]=[C:11]2[C:6]([NH:7][C:8](=[O:15])[C:9](=[O:14])[N:10]2[CH3:13])=[CH:5][C:4]=1[N+:16]([O-:18])=[O:17] |f:1.2|. Procedure details: To a solution of 0.5 g (2.4 mmol) 7-methoxy-1-methylquinoxaline-2,3(1H,4H)-dione in 20 ml concentrated sulfuric acid was added at 0° C. 0.25 g (2.48 mmol) potassium nitrate. Stirring was continued at 0° C. for 30 min, and then at 25° C. for 90 min. The reaction mixture was poured into 100 ml ice-water to give 0.51 g (84% of 7-methoxy-1-methyl-6-nitroquinoxaline-2,3(1H,4H)-dione as a precipitate. M.p. 343° C. NMR (DMSO-d6): 11.9 (1H, broad s), 7.67 (1H, s), 7.0 (1H, s), 3.97 (3H, s), 3.53 (3H, s)...